Dataset: the Open Reaction Database (ORD), a public repository of structured organic reaction records. Task: describe an organic reaction: reactants, conditions, products, and yield As a reaction SMILES: Cl[C:2]1[N:7]=[CH:6][N:5]=[C:4]([N:8]2[CH2:13][CH2:12][CH2:11][N:10]3[C:14](=[O:24])[CH:15]=[C:16]([C:18]4[CH:23]=[CH:22][CH:21]=[CH:20][CH:19]=4)[CH:17]=[C:9]23)[CH:3]=1.C([O-])([O-])=O.[K+].[K+].[CH2:31]([NH2:39])[CH2:32][C:33]1[CH:38]=[CH:37][CH:36]=[CH:35][CH:34]=1>CN(C=O)C.O.CCOC(C)=O>[CH2:31]([NH:39][C:2]1[N:7]=[CH:6][N:5]=[C:4]([N:8]2[CH2:13][CH2:12][CH2:11][N:10]3[C:14](=[O:24])[CH:15]=[C:16]([C:18]4[CH:23]=[CH:22][CH:21]=[CH:20][CH:19]=4)[CH:17]=[C:9]23)[CH:3]=1)[CH2:32][C:33]1[CH:38]=[CH:37][CH:36]=[CH:35][CH:34]=1 |f:1.2.3|. Product: C(CC1=CC=CC=C1)NC1=CC(=NC=N1)N1C=2N(CCC1)C(C=C(C2)C2=CC=CC=C2)=O (1-(6-Phenethylamino-pyrimidin-4-yl)-8-phenyl-1,2,3,4-tetrahydro-pyrido[1,2-a]pyrimidin-6-one). Reported procedure: To a stirred mixture of 1-(6-chloro-pyrimidin-4-yl)-8-phenyl -1,2,3,4-tetrahydro-pyrido[1,2-a]pyrimidin-6-one (0.158 mg, 0.47 mmol) and excess of K2CO3 in DMF (3 mL) was added phenethylamine (0.15 mL, 1.2 mmol). The overall reaction vessel was irradiated under microwave conditions at 150° C. for 10 min. After diluted with water and EtOAc, the organic layer was taken and the aqueous layer was extracted with EtOAc. The overall organic layers were washed with water, brine, and dried (Na2SO4). Filtr... Reactants: ClC1=CC(=NC=N1)N1C=2N(CCC1)C(C=C(C2)C2=CC=CC=C2)=O (1-(6-chloro-pyrimidin-4-yl)-8-phenyl -1,2,3,4-tetrahydro-pyrido[1,2-a]pyrimidin-6-one), C(=O)([O-])[O-].[K+].[K+] (K2CO3), C(CC1=CC=CC=C1)N (phenethylamine). Run in O (water), CCOC(=O)C (EtOAc), CN(C)C=O (DMF). Starting materials: BrC=1C=C(C(=NC1)NCCCN)C (3-(5-Bromo-3-methylpyrid-2-ylamino)propylamine), COC1=NS(N=C1OC)=O (3,4-dimethoxy-1,2,5-thiadiazole-1-oxide), CN (Methylamine). Solvent: CO (methanol), C(C)O (ethanol). Conditions: time 2 hour. Product: CNC=1C(=NS(N1)=O)NCCCNC1=NC=C(C=C1C)Br (4-methylamino-3-[3-(5-bromo-3-methylpyrid-2-ylamino)propylamino]-1,2,5-thiadiazole-1-oxide). The yield is 25.0%. Reaction SMILES: [Br:1][C:2]1[CH:3]=[C:4]([CH3:13])[C:5]([NH:8][CH2:9][CH2:10][CH2:11][NH2:12])=[N:6][CH:7]=1.CO[C:16]1[C:20](OC)=[N:19][S:18](=[O:23])[N:17]=1.[CH3:24][NH2:25]>CO.C(O)C>[CH3:24][NH:25][C:16]1[C:20]([NH:12][CH2:11][CH2:10][CH2:9][NH:8][C:5]2[C:4]([CH3:13])=[CH:3][C:2]([Br:1])=[CH:7][N:6]=2)=[N:19][S:18](=[O:23])[N:17]=1. Procedure details: 3-(5-Bromo-3-methylpyrid-2-ylamino)propylamine (1.0 g) was reacted with 3,4-dimethoxy-1,2,5-thiadiazole-1-oxide (0.65 g) in methanol for 6 hours. Methylamine in ethanol (15 ml) was added and stirred for 2 hours. After evaporation the residue was recrystallised from a mixture of acetonitrile and ether and then from ethanol to yield 4-methylamino-3-[3-(5-bromo-3-methylpyrid-2-ylamino)propylamino]-1,2,5-thiadiazole-1-oxide (0.37 g, 25%), m.p. 211°-212° C. Procedure: Prepared analogously to Example 2 from 7-chloro-6-[4-(4-chloro-phenylmercapto)-butoxy]-4,4-dimethyl-4H-3,1-benzoxazin-2-one and hydrogen peroxide. The product is ClC1=CC=C(C=C1)S(=O)CCCCOC=1C(=CC2=C(C(OC(N2)=O)(C)C)C1)Cl (6-[4-(4-Chloro-phenylsulfinyl)-butoxy]-7-chloro-4,4-dimethyl-4H-3,1-benzoxazin-2-one). Reactants: ClC1=CC2=C(C(OC(N2)=O)(C)C)C=C1OCCCCSC1=CC=C(C=C1)Cl (7-chloro-6-[4-(4-chloro-phenylmercapto)-butoxy]-4,4-dimethyl-4H-3,1-benzoxazin-2-one), OO (hydrogen peroxide). RXN SMILES: [Cl:1][C:2]1[C:14]([O:15][CH2:16][CH2:17][CH2:18][CH2:19][S:20][C:21]2[CH:26]=[CH:25][C:24]([Cl:27])=[CH:23][CH:22]=2)=[CH:13][C:5]2[C:6]([CH3:12])([CH3:11])[O:7][C:8](=[O:10])[NH:9][C:4]=2[CH:3]=1.[OH:28]O>>[Cl:27][C:24]1[CH:23]=[CH:22][C:21]([S:20]([CH2:19][CH2:18][CH2:17][CH2:16][O:15][C:14]2[C:2]([Cl:1])=[CH:3][C:4]3[NH:9][C:8](=[O:10])[O:7][C:6]([CH3:12])([CH3:11])[C:5]=3[CH:13]=2)=[O:28])=[CH:26][CH:25]=1. The reactants are CC(C)([O-])C.[K+] (potassium tert-butoxide), COC1=CC=NC=C1 (4-methoxypyridine), ClC(=O)OC1=CC=CC=C1 (phenyl chloroformate), C[Mg]Cl (methyl magnesium chloride), C(C(=O)O)(=O)O (oxalic acid). Run in O1CCCC1 (tetrahydrofuran). Conditions: time 15 minute. Yields the product C(C)(C)(C)OC(=O)N1C(CC(CC1)=O)C (1-(tert-butoxycarbonyl)-2-methyl-4-oxopiperidine). Yield: 47.0%. Reaction SMILES: C[O:2][C:3]1[CH:8]=[CH:7][N:6]=[CH:5][CH:4]=1.Cl[C:10](OC1C=CC=CC=1)=[O:11].C[Mg]Cl.[CH3:22][C:23]([CH3:26])([O-:25])[CH3:24].[K+].[C:28](O)(=O)C(O)=O>O1CCCC1>[C:23]([O:25][C:10]([N:6]1[CH2:7][CH2:8][C:3](=[O:2])[CH2:4][CH:5]1[CH3:28])=[O:11])([CH3:26])([CH3:24])[CH3:22] |f:3.4|. Procedure: A solution of 5 mL (49 mMol) 4-methoxypyridine in 200 mL tetrahydrofuran was cooled to −40° C., and then 6.9 mL (55 mMol) phenyl chloroformate were added dropwise. After stirring for 15 minutes, 20 mL (60 mMol) methyl magnesium chloride (3M in tetrahydrofuran) were added dropwise and the reaction mixture was allowed to warm to room temperature. After stirring for 30 minutes, the reaction mixture was cooled to −40° C. and treated with 340 mMol potassium tert-butoxide. The reaction mixture was all... The reactants are CC(C)(C)OC(=O)N1CCC(CC(CBr)CC2CCN(C(=O)OC(C)(C)C)CC2)CC1, O=C([O-])[O-], CNC, CN(C)C=O, Cl, [I-], [K+], [K+], [K+], [Na+], [OH-]. The product is CN(C)CC(CC1CCN(C(=O)OC(C)(C)C)CC1)CC1CCN(C(=O)OC(C)(C)C)CC1. As a reaction SMILES: [C:13]([CH3:14])([CH3:15])([CH3:16])[O:17][C:18](=[O:19])[N:20]1[CH2:21][CH2:22][CH:23]([CH2:26][CH:27]([CH2:28][CH:29]2[CH2:30][CH2:31][N:32]([C:35](=[O:36])[O:37][C:38]([CH3:39])([CH3:40])[CH3:41])[CH2:33][CH2:34]2)[CH2:42][Br:43])[CH2:24][CH2:25]1.[C:5](=[O:6])([O-:7])[O-:8].[CH3:2][NH:3][CH3:4].[CH3:46][N:47]([CH3:48])[CH:49]=[O:50].[ClH:1].[I-:12].[K+:10].[K+:11].[K+:9].[Na+:45].[OH-:44]>>[CH3:2][N:3]([CH3:4])[CH2:42][CH:27]([CH2:26][CH:23]1[CH2:22][CH2:21][N:20]([C:18]([O:17][C:13]([CH3:14])([CH3:15])[CH3:16])=[O:19])[CH2:25][CH2:24]1)[CH2:28][CH:29]1[CH2:30][CH2:31][N:32]([C:35](=[O:36])[O:37][C:38]([CH3:39])([CH3:40])[CH3:41])[CH2:33][CH2:34]1. Starting materials: C(C1=CC=CC=C1)(C1=CC=CC=C1)OC(=O)C=1N2C(C(C2SCC1C1=CN=C(S1)N=CN(C)C)NC(=O)OC(C)(C)C)=O (2-benzhydryloxycarbonyl-7-t-butoxycarbonylamino-3-(2-dimethylaminomethyleneamino-thiazol-5-yl)-8-oxo-5-thia-1-azabicyclo[4.2.0]oct-2-ene), C(C)(=O)OCC (ethyl acetate), CS(=O)(=O)O (methanesulphonic acid). Run in C(C)#N (acetonitrile). The product is NC1C2SCC(=C(N2C1=O)C(=O)OC(C1=CC=CC=C1)C1=CC=CC=C1)C1=CN=C(S1)N=CN(C)C (7-Amino-2-benzhydryloxycarbonyl-3-(2-dimethylaminomethyleneamino-thiazol-5-yl)-8-oxo-5-thia-1-azabicyclo[4.2.0]oct-2-ene). Isolated yield 100.7%. RXN SMILES: [CH:1]([O:14][C:15]([C:17]1[N:18]2[CH:21]([S:22][CH2:23][C:24]=1[C:25]1[S:29][C:28]([N:30]=[CH:31][N:32]([CH3:34])[CH3:33])=[N:27][CH:26]=1)[CH:20]([NH:35]C(OC(C)(C)C)=O)[C:19]2=[O:43])=[O:16])([C:8]1[CH:13]=[CH:12][CH:11]=[CH:10][CH:9]=1)[C:2]1[CH:7]=[CH:6][CH:5]=[CH:4][CH:3]=1.CS(O)(=O)=O.C(OCC)(=O)C>C(#N)C>[NH2:35][CH:20]1[C:19](=[O:43])[N:18]2[CH:21]1[S:22][CH2:23][C:24]([C:25]1[S:29][C:28]([N:30]=[CH:31][N:32]([CH3:34])[CH3:33])=[N:27][CH:26]=1)=[C:17]2[C:15]([O:14][CH:1]([C:8]1[CH:13]=[CH:12][CH:11]=[CH:10][CH:9]=1)[C:2]1[CH:3]=[CH:4][CH:5]=[CH:6][CH:7]=1)=[O:16]. Procedure details: Following the working method described in Example 15, 2-benzhydryloxycarbonyl-7-t-butoxycarbonylamino-3-(2-dimethylaminomethyleneamino-thiazol-5-yl)-8-oxo-5-thia-1-azabicyclo[4.2.0]oct-2-ene (E-form) (0.77 g) is treated with methanesulphonic acid (0.8 cc) in acetonitrile (8 cc). 7-Amino-2-benzhydryloxycarbonyl-3-(2-dimethylaminomethyleneamino-thiazol-5-yl)-8-oxo-5-thia-1-azabicyclo[4.2.0]oct-2-ene (E-form) (0.65 g) is obtained in the form of a crude brown froth (Rf=0.1, silica gel chromatographi... Reactants: Cl (HCl), C(CCCCCCCC=CCCCCCCCC)OC=1C=C(CNCCOCCOCCN)C=CC1OCCCCCCCCC=CCCCCCCCC (2-{2-[2-(3,4-Bis-octadec-9-enyloxy-benzylamino)-ethoxy]-ethoxy}-ethylamine). Run in C(C)(=O)OCC (ethyl acetate), C(C)(=O)OCC (ethyl acetate). Conditions: temperature 0 celsius, time 1 hour. Yields the product Cl.Cl.C(CCCCCCCC=CCCCCCCCC)OC=1C=C(CNCCOCCOCCN)C=CC1OCCCCCCCCC=CCCCCCCCC (2-{2-[2-(3,4-Bis-octadec-9-enyloxy-benzylamino)-ethoxy]-ethoxy}-ethylamine, dihydrochloride salt), powder. Isolated yield 98.0%. RXN SMILES: [CH2:1]([O:19][C:20]1[CH:21]=[C:22]([CH:34]=[CH:35][C:36]=1[O:37][CH2:38][CH2:39][CH2:40][CH2:41][CH2:42][CH2:43][CH2:44][CH2:45][CH:46]=[CH:47][CH2:48][CH2:49][CH2:50][CH2:51][CH2:52][CH2:53][CH2:54][CH3:55])[CH2:23][NH:24][CH2:25][CH2:26][O:27][CH2:28][CH2:29][O:30][CH2:31][CH2:32][NH2:33])[CH2:2][CH2:3][CH2:4][CH2:5][CH2:6][CH2:7][CH2:8][CH:9]=[CH:10][CH2:11][CH2:12][CH2:13][CH2:14][CH2:15][CH2:16][CH2:17][CH3:18].[ClH:56]>C(OCC)(=O)C>[ClH:56].[ClH:56].[CH2:1]([O:19][C:20]1[CH:21]=[C:22]([CH:34]=[CH:35][C:36]=1[O:37][CH2:38][CH2:39][CH2:40][CH2:41][CH2:42][CH2:43][CH2:44][CH2:45][CH:46]=[CH:47][CH2:48][CH2:49][CH2:50][CH2:51][CH2:52][CH2:53][CH2:54][CH3:55])[CH2:23][NH:24][CH2:25][CH2:26][O:27][CH2:28][CH2:29][O:30][CH2:31][CH2:32][NH2:33])[CH2:2][CH2:3][CH2:4][CH2:5][CH2:6][CH2:7][CH2:8][CH:9]=[CH:10][CH2:11][CH2:12][CH2:13][CH2:14][CH2:15][CH2:16][CH2:17][CH3:18] |f:3.4.5|. Procedure: A concentrated solution of the amine 17 (0.14 g, 0.18 mmol) in ethyl acetate was added cooled to 0° C. A total of 4 mL of a freshly prepared saturated solution of HCl in ethyl acetate was added dropwise and the solution stirred for 1 h at room temperature. The ethyl acetate was removed in vacuo and the residue co-evaporated with ethyl acetate and chloroform to give the product 24 as an off white powder (0.15 g, 98%); 1H NMR (CDCl3) d 7.27 (s, 1H, aryl), 7.00 (d, 1H, aryl), 6.82 (d, 1H, aryl), 5.... Reactants: BrC1=CC(=C(NC1=O)C(=O)OCC)Cl (ethyl 5-bromo-3-chloro-6-oxo-1,6-dihydropyridine-2-carboxylate), COC1=CC=C(CCl)C=C1 (4-methoxybenzyl chloride), C([O-])([O-])=O.[K+].[K+] (potassium carbonate). Run in CN(C=O)C (dimethylformamide), O (water). Product: BrC1=CC(=C(N(C1=O)CC1=CC=C(C=C1)OC)C(=O)OCC)Cl (ethyl 5-bromo-3-chloro-1-(4-methoxybenzyl)-6-oxo-1,6-dihydropyridine-2-carboxylate). RXN SMILES: [Br:1][C:2]1[C:7](=[O:8])[NH:6][C:5]([C:9]([O:11][CH2:12][CH3:13])=[O:10])=[C:4]([Cl:14])[CH:3]=1.[CH3:15][O:16][C:17]1[CH:24]=[CH:23][C:20]([CH2:21]Cl)=[CH:19][CH:18]=1.C(=O)([O-])[O-].[K+].[K+]>CN(C)C=O.O>[Br:1][C:2]1[C:7](=[O:8])[N:6]([CH2:21][C:20]2[CH:23]=[CH:24][C:17]([O:16][CH3:15])=[CH:18][CH:19]=2)[C:5]([C:9]([O:11][CH2:12][CH3:13])=[O:10])=[C:4]([Cl:14])[CH:3]=1 |f:2.3.4|. Reported procedure: A solution of ethyl 5-bromo-3-chloro-6-oxo-1,6-dihydropyridine-2-carboxylate (3.0 g, 10.7 mmol), 4-methoxybenzyl chloride (4.19, 26.74 mmol) and potassium carbonate (4.43 g, 32.09 mmol) in dimethylformamide (40 ml) was stirred at room temperature for 16 h. After completion, the reaction mixture was diluted with cold water (20 mL) and extracted with ethyl acetate (3×30 mL). The organic layer was again washed with brine, separated, dried over Sodium sulfate, filtered and concentrated under reduced... As a reaction SMILES: C([NH:11][CH2:12][C:13]([NH:15][C:16]([C:24]([N:26]1[CH2:31][CH2:30][NH:29][C:28](=[O:32])[CH:27]1[CH2:33][CH:34]([CH3:36])[CH3:35])=[O:25])=[CH:17][C:18]1[CH:23]=[CH:22][CH:21]=[CH:20][CH:19]=1)=[O:14])(OCC1C=CC=CC=1)=O.Br>C(O)(=O)C>[NH2:11][CH2:12][C:13]([NH:15][C:16]([C:24]([N:26]1[CH2:31][CH2:30][NH:29][C:28](=[O:32])[CH:27]1[CH2:33][CH:34]([CH3:36])[CH3:35])=[O:25])=[CH:17][C:18]1[CH:19]=[CH:20][CH:21]=[CH:22][CH:23]=1)=[O:14]. Solvent: C(C)(=O)O (acetic acid). Procedure: 4-[N-carbobenzyloxyglycyldehydrophenylalanyl]-3-(2-methylpropyl)piperazinone (XXXVI, Example 69, 0.5 g.) is added to a solution of hydrogen bromide (32%) in acetic acid (5 ml.). After 1 hour the diluents are evaporated to give the title compound as the hydrobromide salt. Reactants: C(=O)(OCC1=CC=CC=C1)NCC(=O)NC(=CC1=CC=CC=C1)C(=O)N1C(C(NCC1)=O)CC(C)C (4-[N-carbobenzyloxyglycyldehydrophenylalanyl]-3-(2-methylpropyl)piperazinone), Br (hydrogen bromide). Product: NCC(=O)NC(=CC1=CC=CC=C1)C(=O)N1C(C(NCC1)=O)CC(C)C (4-(Glycyldehydrophenylalanyl)-3-(2-methylpropyl)piperazinone), hydrobromide salt.